Dataset: the Open Reaction Database (ORD), a public repository of structured organic reaction records. Task: describe an organic reaction: reactants, conditions, products, and yield Starting materials: CO, Cl, N#Cc1cccc(N2CCNC2=O)c1. Product: Cl, NCc1cccc(N2CCNC2=O)c1. RXN SMILES: [CH3:16][OH:17].[ClH:15].[O:1]=[C:2]1[N:3]([c:7]2[cH:8][c:9]([C:10]#[N:11])[cH:12][cH:13][cH:14]2)[CH2:4][CH2:5][NH:6]1>>[ClH:15].[O:1]=[C:2]1[N:3]([c:7]2[cH:8][c:9]([CH2:10][NH2:11])[cH:12][cH:13][cH:14]2)[CH2:4][CH2:5][NH:6]1. The reactants are NCC(O)COc1ccc(O)cc1, O=C1CCN(c2ccc(C=C3SC(N4CCCCC4)=NC3=O)cc2)CC1. The product is O=C1N=C(N2CCCCC2)SC1=Cc1ccc(N2CCC(NCC(O)COc3ccc(O)cc3)CC2)cc1. RXN SMILES: [NH2:27][CH2:28][CH:29]([CH2:30][O:31][c:32]1[cH:33][cH:34][c:35]([OH:38])[cH:36][cH:37]1)[OH:39].[O:1]=[C:2]1[N:3]=[C:4]([N:21]2[CH2:22][CH2:23][CH2:24][CH2:25][CH2:26]2)[S:5][C:6]1=[CH:7][c:8]1[cH:9][cH:10][c:11]([N:14]2[CH2:15][CH2:16][C:17](=[O:20])[CH2:18][CH2:19]2)[cH:12][cH:13]1>>[O:1]=[C:2]1[N:3]=[C:4]([N:21]2[CH2:22][CH2:23][CH2:24][CH2:25][CH2:26]2)[S:5][C:6]1=[CH:7][c:8]1[cH:9][cH:10][c:11]([N:14]2[CH2:15][CH2:16][CH:17]([NH:27][CH2:28][CH:29]([CH2:30][O:31][c:32]3[cH:33][cH:34][c:35]([OH:38])[cH:36][cH:37]3)[OH:39])[CH2:18][CH2:19]2)[cH:12][cH:13]1. The reactants are C1(=CC=CC=C1)N1N=C(C=C1CCC=O)CC(C)C (3-(1-phenyl-3-isobutyl-1H-pyrazol-5-yl)propanal), [BH-](OC(=O)C)(OC(=O)C)OC(=O)C.[Na+] (NaBH(OAc)3), FC1=C(C=CC=C1)N1CCNCC1 (1-(2-fluorophenyl)piperazine), CCN(C(C)C)C(C)C (DIPEA). Product: FC1=C(C=CC=C1)N1CCN(CC1)CCCC1=CC(=NN1C1=CC=CC=C1)CC(C)C (1-(2-fluorophenyl)-4-(3-(1-phenyl-3-isobutyl-1H-pyrazol-5-yl)propyl)piperazine). As a reaction SMILES: [C:1]1([N:7]2[C:11]([CH2:12][CH2:13][CH:14]=O)=[CH:10][C:9]([CH2:16][CH:17]([CH3:19])[CH3:18])=[N:8]2)[CH:6]=[CH:5][CH:4]=[CH:3][CH:2]=1.[F:20][C:21]1[CH:26]=[CH:25][CH:24]=[CH:23][C:22]=1[N:27]1[CH2:32][CH2:31][NH:30][CH2:29][CH2:28]1.CCN(C(C)C)C(C)C.[BH-](OC(C)=O)(OC(C)=O)OC(C)=O.[Na+]>>[F:20][C:21]1[CH:26]=[CH:25][CH:24]=[CH:23][C:22]=1[N:27]1[CH2:32][CH2:31][N:30]([CH2:14][CH2:13][CH2:12][C:11]2[N:7]([C:1]3[CH:6]=[CH:5][CH:4]=[CH:3][CH:2]=3)[N:8]=[C:9]([CH2:16][CH:17]([CH3:19])[CH3:18])[CH:10]=2)[CH2:29][CH2:28]1 |f:3.4|. Reported procedure: 121 mg (92%) of target compound was obtained by using a method same as in Example 1 by using 3-(1-phenyl-3-isobutyl-1H-pyrazol-5-yl)propanal (80 mg, 0.312 mmol), 1-(2-fluorophenyl)piperazine (56 mg, 0.312 mmol), DIPEA (0.082 mL, 0.468 mmol) and NaBH(OAc)3 (198 mg, 0.936 mmol). The reactants are FC(C(=O)O)(F)F.NCC=1C=C(CN2C=C(C3=CC=CC=C23)C2=C(NC(N2C2=CNC3=CC=CC=C23)=O)C#N)C=CC1 (5-{1-[3-(Aminomethyl)benzyl]-3-indolyl}-4-cyano-1-(3-indolyl)-2,3-dihydroimidazol-2-one trifluoroacetic acid salt), S(=O)(=O)([O-])C1=CC=C(C)C=C1.N1(N=NC2=C1C=CC=C2)C(=[NH2+])N (benzotriazole-1-carboxamidinium tosylate), C(C)(C)N(CC)C(C)C (diisopropylethylamine). Run in CN(C)C=O (DMF). Yields the product FC(C(=O)O)(F)F.C(#N)C=1NC(N(C1C1=CN(C2=CC=CC=C12)CC1=CC(=CC=C1)CNC(=N)N)C1=CN(C2=CC=CC=C12)C)=O (4-Cyano-5-{1-[3-(guanidinomethyl)benzyl]-3-indolyl}-1-(1-methyl-3-indolyl)-2,3-dihydroimidazol-2-one trifluoroacetic acid salt). Reaction SMILES: [F:1][C:2]([F:7])([F:6])[C:3]([OH:5])=[O:4].[NH2:8][CH2:9][C:10]1[CH:11]=[C:12]([CH:40]=[CH:41][CH:42]=1)[CH2:13][N:14]1[C:22]2[C:17](=[CH:18][CH:19]=[CH:20][CH:21]=2)[C:16]([C:23]2[N:27]([C:28]3[C:36]4[C:31](=[CH:32][CH:33]=[CH:34][CH:35]=4)[NH:30][CH:29]=3)[C:26](=[O:37])[NH:25][C:24]=2[C:38]#[N:39])=[CH:15]1.S(C1C=CC(C)=CC=1)([O-])(=O)=O.[N:54]1([C:63](N)=[NH2+:64])C2C=CC=CC=2N=N1.[CH:66](N(C(C)C)CC)(C)C>CN(C=O)C>[F:1][C:2]([F:7])([F:6])[C:3]([OH:5])=[O:4].[C:38]([C:24]1[NH:25][C:26](=[O:37])[N:27]([C:28]2[C:36]3[C:31](=[CH:32][CH:33]=[CH:34][CH:35]=3)[N:30]([CH3:66])[CH:29]=2)[C:23]=1[C:16]1[C:17]2[C:22](=[CH:21][CH:20]=[CH:19][CH:18]=2)[N:14]([CH2:13][C:12]2[CH:40]=[CH:41][CH:42]=[C:10]([CH2:9][NH:8][C:63]([NH2:64])=[NH:54])[CH:11]=2)[CH:15]=1)#[N:39] |f:0.1,2.3,6.7|. Procedure: 78 mg (0.13 mmol) of the title compound from Example 8 and 52 mg (0.16 mmol) of benzotriazole-1-carboxamidinium tosylate were dissolved in 0.2 ml of DMF. 50 μl (0.29 mmol) of diisopropylethylamine was added. The reaction was stirred at room temperature over night. The crude was purified by preparative HPLC. Yield 46 mg, (56%). Reactants: [Cl-].[NH4+] (ammonium chloride), [Mg] (magnesium), C1(CC1)Br (cyclopropyl bromide), CN1C(=CC=C1)C(=O)C1=CC=CC=C1 ((N-methylpyrrol-2-yl)phenylketone). The solvent is O (water), O1CCCC1 (tetrahydrofuran), O1CCCC1 (tetrahydrofuran), O1CCCC1 (tetrahydrofuran). Product: C1(CC1)C(O)(C1=CC=CC=C1)C=1N(C=CC1)C (Cyclopropyl-(N-methylpyrrol-2-yl)phenylmethanol). Isolated yield 60.5%. RXN SMILES: [Mg].[CH:2]1(Br)[CH2:4][CH2:3]1.[CH3:6][N:7]1[CH:11]=[CH:10][CH:9]=[C:8]1[C:12]([C:14]1[CH:19]=[CH:18][CH:17]=[CH:16][CH:15]=1)=[O:13].[Cl-].[NH4+]>O1CCCC1.O>[CH:2]1([C:12]([C:8]2[N:7]([CH3:6])[CH:11]=[CH:10][CH:9]=2)([C:14]2[CH:19]=[CH:18][CH:17]=[CH:16][CH:15]=2)[OH:13])[CH2:4][CH2:3]1 |f:3.4|. Reported procedure: To a suspension of magnesium turnings (5.29 g, 0.22 mole) in anhydrous tetrahydrofuran (70 ml), cyclopropyl bromide (26.35 g, 0.22 mole) in tetrahydrofuran (50 ml) was added dropwise under nitrogen. The reaction mixture was heated at reflux for one h after the initial exotherm had subsided before (N-methylpyrrol-2-yl)phenylketone (13.3 g, 0.072 mole) (J. White and G. McGillivray, J. Org. Chem., (1977), 42, 4248, R. Greenhouse and C. Ramirez, J. Org. Chem., (1985), 50, 2961) in anhydrous tetrahyd... The reactants are COC(=O)C1=CN(C(C=C1)=O)C (1-Methyl-6-oxo-1,6-dihydro-pyridine-3-carboxylic acid methyl ester), O.NN (Hydrazine hydrate). Run in C(C)O (ethanol). Reaction conditions: temperature 78 celsius, time 8 hour. Yields the product CN1C=C(C=CC1=O)C(=O)NN (1-Methyl-6-oxo-1,6-dihydro-pyridine-3-carboxylic acid hydrazide). As a reaction SMILES: C[O:2][C:3]([C:5]1[CH:10]=[CH:9][C:8](=[O:11])[N:7]([CH3:12])[CH:6]=1)=O.O.[NH2:14][NH2:15]>C(O)C>[CH3:12][N:7]1[C:8](=[O:11])[CH:9]=[CH:10][C:5]([C:3]([NH:14][NH2:15])=[O:2])=[CH:6]1 |f:1.2|. Reported procedure: The title compound of Example 27 (775 mg, 4.64 mmol) was dissolved in ethanol (10 mL) and heated to 78° C. Hydrazine hydrate (1.12 mL, 23.2 mmol) was added and the reaction was stirred at 78° C. overnight. The reaction was then cooled to room temperature and the product (white solid) was filtered off (590 mg, 76%). The reactants are C=C (ethylene), aluminum alkyl, [AlH]1OCCCC1 (alumoxane), alkyl-aluminum, C=C (ethylene), C=C (ethylene), C=CCCCCCC (octene), C=CCCCCCC (1-octene). RXN SMILES: C=C.[CH2:3]=[CH:4][CH2:5][CH2:6][CH2:7][CH2:8][CH2:9][CH3:10].[AlH]1CCCCO1>>[CH2:3]=[CH2:4].[CH2:3]=[CH:4][CH2:5][CH2:6][CH2:7][CH2:8][CH2:9][CH3:10] |f:3.4|. Yields the product C=C.C=CCCCCCC (Ethylene/1-Octene). Reported procedure: Solution semi-batch reactor copolymerizations of ethylene and octene are carried out in a 1 gallon metal autoclave reactor equipped with a mechanical stirrer, a jacket with circulating heat transfer fluid, which can be heated or cooled in order to control the internal reactor temperature, an internal thermocouple, pressure transducer, with a control computer and several inlet and output valves. Pressure and temperature are continuously monitored during the polymerization reaction. Measured amoun... Reaction conditions: time 4 minute.